From a dataset of the Open Reaction Database (ORD), a public repository of structured organic reaction records. describe an organic reaction: reactants, conditions, products, and yield Starting materials: CCOC(=O)c1ccc2c(c1)C(O)C(C)(C)C(c1ccc(F)c(Br)c1)N2, CC[SiH](CC)CC, O=C(O)C(F)(F)F. Product: CCOC(=O)c1ccc2c(c1)CC(C)(C)C(c1ccc(F)c(Br)c1)N2. RXN SMILES: [CH2:1]([CH3:2])[O:3][C:4](=[O:5])[c:6]1[cH:7][c:8]2[c:13]([cH:14][cH:15]1)[NH:12][CH:11]([c:16]1[cH:17][c:18]([Br:23])[c:19]([F:22])[cH:20][cH:21]1)[C:10]([CH3:24])([CH3:25])[CH:9]2[OH:26].[CH2:27]([SiH:28]([CH2:29][CH3:30])[CH2:31][CH3:32])[CH3:33].[OH:34][C:35]([C:36]([F:37])([F:38])[F:39])=[O:40]>>[CH2:1]([CH3:2])[O:3][C:4](=[O:5])[c:6]1[cH:7][c:8]2[c:13]([cH:14][cH:15]1)[NH:12][CH:11]([c:16]1[cH:17][c:18]([Br:23])[c:19]([F:22])[cH:20][cH:21]1)[C:10]([CH3:24])([CH3:25])[CH2:9]2. Starting materials: CO, CCOC(C)=O, CC(C)(C)OC(=O)N1CC(C(F)S(=O)(=O)c2ccccc2)(n2cc(-c3ncnc4c3ccn4COCC[Si](C)(C)C)cn2)C1, [Hg], [Na+], [Na+], [Na], O=P([O-])([O-])O. Yields the product CC(C)(C)OC(=O)N1CC(CF)(n2cc(-c3ncnc4c3ccn4COCC[Si](C)(C)C)cn2)C1. RXN SMILES: [CH3:52][OH:53].[CH3:54][CH2:55][O:56][C:57]([CH3:58])=[O:59].[F:1][CH:2]([C:3]1([n:14]2[n:15][cH:16][c:17](-[c:19]3[c:20]4[c:21]([n:22][cH:23][n:24]3)[n:25]([CH2:28][O:29][CH2:30][CH2:31][Si:32]([CH3:33])([CH3:34])[CH3:35])[cH:26][cH:27]4)[cH:18]2)[CH2:4][N:5]([C:7](=[O:8])[O:9][C:10]([CH3:11])([CH3:12])[CH3:13])[CH2:6]1)[S:36]([c:37]1[cH:38][cH:39][cH:40][cH:41][cH:42]1)(=[O:43])=[O:44].[Hg:60].[Na+:50].[Na+:51].[Na:61].[P:45]([O-:46])([O-:47])([OH:48])=[O:49]>>[F:1][CH2:2][C:3]1([n:14]2[n:15][cH:16][c:17](-[c:19]3[c:20]4[c:21]([n:22][cH:23][n:24]3)[n:25]([CH2:28][O:29][CH2:30][CH2:31][Si:32]([CH3:33])([CH3:34])[CH3:35])[cH:26][cH:27]4)[cH:18]2)[CH2:4][N:5]([C:7](=[O:8])[O:9][C:10]([CH3:11])([CH3:12])[CH3:13])[CH2:6]1. The reactants are three, BrC(CC1CC(N(C1)CN1C=NC=C1)=O)(F)F (4-(2-bromo-2,2-difluoro-ethyl)-1-(1H-imidazol-1-ylmethyl)-pyrrolidin-2-one), N12NCCCCC2=CCCC1 (diazabicyclo [5.4.0]undec-7-ene). Run in C(Cl)(Cl)Cl (CHCl3). Run at time 8 hour. The product is FC(=CC1CC(N(C1)CN1C=NC=C1)=O)F (4-(2,2-difluorovinyl)-1-(1H-imidazol-1-ylmethyl)pyrrolidin-2-one). Yield: 77.9%. Reaction SMILES: Br[C:2]([F:17])([F:16])[CH2:3][CH:4]1[CH2:8][N:7]([CH2:9][N:10]2[CH:14]=[CH:13][N:12]=[CH:11]2)[C:6](=[O:15])[CH2:5]1.N12CCCC=C1CCCCN2>C(Cl)(Cl)Cl>[F:17][C:2]([F:16])=[CH:3][CH:4]1[CH2:8][N:7]([CH2:9][N:10]2[CH:14]=[CH:13][N:12]=[CH:11]2)[C:6](=[O:15])[CH2:5]1. Reported procedure: In a 50 ml three necked flask fitted with a magnetic stirrer, under inert atmosphere, 4-(2-bromo-2,2-difluoro-ethyl)-1-(1H-imidazol-1-ylmethyl)-pyrrolidin-2-one 17 (0.16 g, 0.52 mmol) and diazabicyclo [5.4.0]undec-7-ene (0.1 ml, 0.62 mmol) in CHCl3 (0.5 ml) are stirred overnight at room temperature. The reaction mixture is filtered, evaporated in vacuo, diluted with CH2Cl2 and the organic layer is washed with water, dried over MgSO4, filtered and evaporated in vacuo. The residue is purified by c... Reactants: S(=O)([O-])[O-].[Na+].[Na+] (sodium sulfite), C(O)([O-])=O.[Na+] (sodium hydrogencarbonate), CC(=O)OI1(C2=CC=CC=C2C(=O)O1)(OC(=O)C)OC(=O)C (1,1,1-Triacetoxy-1,1-dihydro-1,2-benziodoxol-3(1H)-one), C12(CC3CC(CC(C1)C3)C2)CCN(C(=O)NCCC(C2=CC=NC=C2)O)CCCCC (1-[2-(1-adamantyl)ethyl]-3-[3-hydroxy-3-(4-pyridyl)propyl]-1-pentylurea). The solvent is C(C)(=O)OCC (ethyl acetate), C(C)(=O)OCC (ethyl acetate), ClCCl (dichloromethane), O (water). Conditions: time 1 hour. The product is C12(CC3CC(CC(C1)C3)C2)CCN(C(=O)NCCC(C2=CC=NC=C2)=O)CCCCC (1-[2-(1-Adamantyl)ethyl]-3-[3-oxo-3-(4-pyridyl)propyl]-1-pentylurea). The yield is 87.7%. RXN SMILES: CC(OI1(OC(C)=O)(OC(C)=O)OC(=O)C2C1=CC=CC=2)=O.[C:23]12([CH2:33][CH2:34][N:35]([CH2:49][CH2:50][CH2:51][CH2:52][CH3:53])[C:36]([NH:38][CH2:39][CH2:40][CH:41]([OH:48])[C:42]3[CH:47]=[CH:46][N:45]=[CH:44][CH:43]=3)=[O:37])[CH2:32][CH:27]3[CH2:28][CH:29]([CH2:31][CH:25]([CH2:26]3)[CH2:24]1)[CH2:30]2.S([O-])([O-])=O.[Na+].[Na+].C(=O)([O-])O.[Na+]>ClCCl.O.C(OCC)(=O)C>[C:23]12([CH2:33][CH2:34][N:35]([CH2:49][CH2:50][CH2:51][CH2:52][CH3:53])[C:36]([NH:38][CH2:39][CH2:40][C:41](=[O:48])[C:42]3[CH:47]=[CH:46][N:45]=[CH:44][CH:43]=3)=[O:37])[CH2:30][CH:29]3[CH2:28][CH:27]([CH2:26][CH:25]([CH2:31]3)[CH2:24]1)[CH2:32]2 |f:2.3.4,5.6|. Procedure: 1,1,1-Triacetoxy-1,1-dihydro-1,2-benziodoxol-3(1H)-one (221 mg, 0.526 mmol) was added to a solution of 1-[2-(1-adamantyl)ethyl]-3-[3-hydroxy-3-(4-pyridyl)propyl]-1-pentylurea (100 mg, 0.234 mmol) in anhydrous dichloromethane (2 ml) under ice-cooling, the temperature was raised to room temperature, and the mixture was stirred for one hour. The reaction mixture was cooled with ice again, ethyl acetate (10 ml), a saturated aqueous sodium sulfite solution (5 ml) and a saturated aqueous sodium hydrog... Starting materials: CCOC(C)=O, CC(=O)c1cc(S(=O)(=O)N(C)CC(O)c2ccc(F)cc2)c(N)s1, Fc1ccc(CCl)cc1, O=C(Cl)c1ccc(F)cc1, [Na+], C1CCOC1, [OH-]. The product is CC(=O)c1cc(S(=O)(=O)N(C)CC(O)c2ccc(F)cc2)c(NC(=O)c2ccc(F)cc2)s1. RXN SMILES: [C:51]([O:52][CH2:53][CH3:54])(=[O:55])[CH3:56].[F:1][c:2]1[cH:3][cH:4][c:5]([CH:8]([CH2:9][N:10]([S:11](=[O:12])(=[O:13])[c:14]2[c:15]([NH2:22])[s:16][c:17]([C:19]([CH3:20])=[O:21])[cH:18]2)[CH3:23])[OH:24])[cH:6][cH:7]1.[F:27][c:28]1[cH:29][cH:30][c:31]([CH2:32][Cl:33])[cH:34][cH:35]1.[F:36][c:37]1[cH:38][cH:39][c:40]([C:41](=[O:42])[Cl:43])[cH:44][cH:45]1.[Na+:26].[O:46]1[CH2:47][CH2:48][CH2:49][CH2:50]1.[OH-:25]>>[F:1][c:2]1[cH:3][cH:4][c:5]([CH:8]([CH2:9][N:10]([S:11](=[O:12])(=[O:13])[c:14]2[c:15]([NH:22][C:41]([c:40]3[cH:39][cH:38][c:37]([F:36])[cH:45][cH:44]3)=[O:42])[s:16][c:17]([C:19]([CH3:20])=[O:21])[cH:18]2)[CH3:23])[OH:24])[cH:6][cH:7]1. Run at time 1.5 hour. Product: BrC=1C=C(C=C(C1)CCCOC)CN(C(=O)[C@@H]1CNCC[C@H]1C1=CC(N(C=C1)C)=O)C1CC1 (trans-N-({3-Bromo-5-[3-(methyloxy)propyl]phenyl}methyl)-N-cyclopropyl-4-(1-methyl-2-oxo-1,2-dihydro-4-pyridinyl)-3-piperidinecarboxamide). The solvent is C(Cl)Cl (CH2Cl2). RXN SMILES: [Br:1][C:2]1[CH:3]=[C:4]([CH:33]=[C:34]([CH2:36][CH2:37][CH2:38][O:39][CH3:40])[CH:35]=1)[CH2:5][N:6]([CH:30]1[CH2:32][CH2:31]1)[C:7]([C@H:9]1[C@H:14]([C:15]2[CH:20]=[CH:19][N:18]([CH3:21])[C:17](=[O:22])[CH:16]=2)[CH2:13][CH2:12][N:11](C(OC(C)(C)C)=O)[CH2:10]1)=[O:8].Cl>C(Cl)Cl>[Br:1][C:2]1[CH:3]=[C:4]([CH2:5][N:6]([CH:30]2[CH2:32][CH2:31]2)[C:7]([C@H:9]2[C@H:14]([C:15]3[CH:20]=[CH:19][N:18]([CH3:21])[C:17](=[O:22])[CH:16]=3)[CH2:13][CH2:12][NH:11][CH2:10]2)=[O:8])[CH:33]=[C:34]([CH2:36][CH2:37][CH2:38][O:39][CH3:40])[CH:35]=1. Procedure details: To a CH2Cl2 solution (0.05 M) of trans-tert-butyl 3-{[[3-bromo-5-(3-methoxypropyl)benzyl](cyclopropyl)amino]carbonyl}-4-(1-methyl-2-oxo-1,2-dihydropyridin-4-yl)-1-piperidinecarboxylate (1 eq.) from the previous step was added HCl (4.0 M dioxane solution, 30 eq.). The resulting solution was stirred at RT for 1.5 h. Following the removal of the volatiles in vacuo, the resulting residue was directly loaded onto a SiO2 column packed with 93:7 (v/v) CH2Cl2:2.0 M NH3 in MeOH. Elution with the same sol... The reactants are BrC=1C=C(CN(C(=O)[C@@H]2CN(CC[C@H]2C2=CC(N(C=C2)C)=O)C(=O)OC(C)(C)C)C2CC2)C=C(C1)CCCOC (trans-tert-butyl 3-{[[3-bromo-5-(3-methoxypropyl)benzyl](cyclopropyl)amino]carbonyl}-4-(1-methyl-2-oxo-1,2-dihydropyridin-4-yl)-1-piperidinecarboxylate), Cl (HCl). Reactants: COc1ccc2c(=O)n3c(nc2c1)[nH]c1ccccc13, CCCN(CCC)CCCl. Product: CCCN(CCC)CCn1c2ccccc2n2c(=O)c3ccc(OC)cc3nc12. RXN SMILES: [CH3:1][O:2][c:3]1[cH:4][cH:5][c:6]2[c:7](=[O:20])[n:8]3[c:9]([n:10][c:11]2[cH:12]1)[nH:13][c:14]1[c:15]3[cH:16][cH:17][cH:18][cH:19]1.[Cl:21][CH2:22][CH2:23][N:24]([CH2:25][CH2:26][CH3:27])[CH2:28][CH2:29][CH3:30]>>[CH3:1][O:2][c:3]1[cH:4][cH:5][c:6]2[c:7](=[O:20])[n:8]3[c:9]([n:10][c:11]2[cH:12]1)[n:13]([CH2:22][CH2:23][N:24]([CH2:25][CH2:26][CH3:27])[CH2:28][CH2:29][CH3:30])[c:14]1[c:15]3[cH:16][cH:17][cH:18][cH:19]1. Starting materials: NCC=1C(=NC(=CC1)C(F)(F)F)N(C)C (3-(aminomethyl)-N,N-dimethyl-6-(trifluoromethyl)pyridin-2-amine), C1=CN(C=N1)C(=O)N2C=CN=C2 (CDI), NC1=CC=CC2=C1OCC(N2)=O (8-amino-2H-benzo[b][1,4]oxazin-3(4H)-one). The solvent is CN(C)C=O (DMF), C1CCOC1 (THF). Run at temperature 70 celsius. The product is CN(C1=NC(=CC=C1CNC(=O)NC1=CC=CC=2NC(COC21)=O)C(F)(F)F)C (1-[[2-dimethylamino-6-(trifluoromethyl)-3-pyridyl]methyl]-3-(3-oxo-4H-1,4-benzoxazin-8-yl)urea). Yield: 21.0%. RXN SMILES: [NH2:1][CH2:2][C:3]1[C:4]([N:13]([CH3:15])[CH3:14])=[N:5][C:6]([C:9]([F:12])([F:11])[F:10])=[CH:7][CH:8]=1.C1N=CN([C:21](N2C=NC=C2)=[O:22])C=1.[NH2:28][C:29]1[C:34]2[O:35][CH2:36][C:37](=[O:39])[NH:38][C:33]=2[CH:32]=[CH:31][CH:30]=1>C1COCC1.CN(C=O)C>[CH3:14][N:13]([CH3:15])[C:4]1[C:3]([CH2:2][NH:1][C:21]([NH:28][C:29]2[C:34]3[O:35][CH2:36][C:37](=[O:39])[NH:38][C:33]=3[CH:32]=[CH:31][CH:30]=2)=[O:22])=[CH:8][CH:7]=[C:6]([C:9]([F:10])([F:11])[F:12])[N:5]=1. Procedure: To a solution of 29d (0.78 g, 3.5 mmol) in THF (35 mL) was added CDI (2.1 mol eq, 1.21 g) and the mixture was heated at 70° C. overnight. The reaction mixture was evaporated, water was added and the aqueous phase was extracted with EtOAc (3×25 mL). The recombined organic phases were anhydrified over Na2SO4 and evaporated at reduced pressure (pale orange oil, quantitative yield). The oil obtained (0.46 g) was dissolved in DMF (25 mL) and the bicyclic amine 1f was added (0.8 mol eq, 0.2 g), then t...